The task is: describe an organic reaction: reactants, conditions, products, and yield. This data is from the Open Reaction Database (ORD), a public repository of structured organic reaction records. Starting materials: ClC1=C(C=C(C=C1)C=C1CCN(CC1)C(=O)OC(C)(C)C)C(=O)NCC12CC3CC(CC(C1)C3)C2 (4-[[4-chloro-3-[[(tricyclo[3.3.1.13,7]dec-1-ylmethyl)amino]carbonyl]phenyl]methylene]-1-piperidinecarboxylic acid, 1,1-dimethylethyl ester), solution, Cl (hydrochloric acid). Solvent: CO (methanol), O1CCOCC1 (dioxane). Conditions: time 14 hour. Yields the product Cl.ClC1=C(C(=O)NCC23CC4CC(CC(C2)C4)C3)C=C(C=C1)C=C1CCNCC1 (2-Chloro-5-(4-piperidinylidenemethyl)-N-(tricyclo[3.3.1.13,7]dec-1-ylmethyl)-benzamide, hydrochloride salt). The yield is 162.8%. As a reaction SMILES: [Cl:1][C:2]1[CH:7]=[CH:6][C:5]([CH:8]=[C:9]2[CH2:14][CH2:13][N:12](C(OC(C)(C)C)=O)[CH2:11][CH2:10]2)=[CH:4][C:3]=1[C:22]([NH:24][CH2:25][C:26]12[CH2:35][CH:30]3[CH2:31][CH:32]([CH2:34][CH:28]([CH2:29]3)[CH2:27]1)[CH2:33]2)=[O:23].Cl>CO.O1CCOCC1>[ClH:1].[Cl:1][C:2]1[CH:7]=[CH:6][C:5]([CH:8]=[C:9]2[CH2:10][CH2:11][NH:12][CH2:13][CH2:14]2)=[CH:4][C:3]=1[C:22]([NH:24][CH2:25][C:26]12[CH2:27][CH:28]3[CH2:29][CH:30]([CH2:31][CH:32]([CH2:34]3)[CH2:33]1)[CH2:35]2)=[O:23] |f:4.5|. Procedure: A solution of 4-[[4-chloro-3-[[(tricyclo[3.3.1.13,7]dec-1-ylmethyl)amino]carbonyl]phenyl]methylene]-1-piperidinecarboxylic acid, 1,1-dimethylethyl ester (0.10 g, Example 50b) in methanol (3 ml) was treated with a 4N solution of hydrochloric acid in dioxane (1 ml) and stirred for 14 h at room temperature. The reaction mixture was concentrated under vacuum and the residue recrystallised from iso-propanol/ether to give the title compound as a white solid (0.071 g).